Dataset: the Open Reaction Database (ORD), a public repository of structured organic reaction records. Task: describe an organic reaction: reactants, conditions, products, and yield Reactants: O=C1N(CCC1)CCC#N (2-oxo-1-pyrrolidinepropionitrile), [OH-].[Na+] (NaOH), O1CCOCC1 (dioxane). Yields the product O=C1N(CCC1)CCC(=O)O (3-(2-Oxo-pyrrolidin-1-yl)-propionic acid). Isolated yield 49.0%. As a reaction SMILES: [O:1]=[C:2]1[CH2:6][CH2:5][CH2:4][N:3]1[CH2:7]CC#N.[OH-:11].[Na+].[O:13]1[CH2:18][CH2:17]OCC1>>[O:1]=[C:2]1[CH2:6][CH2:5][CH2:4][N:3]1[CH2:7][CH2:17][C:18]([OH:13])=[O:11] |f:1.2|. Reported procedure: A solution of 2-oxo-1-pyrrolidinepropionitrile (22.4 g, 16.2 mmol), 15% NaOH solution (40 mL) and dioxane (40 mL) was heated under reflux for 5 h under N2. The reaction mixture was extracted with EtOAc. The aqueous layer was made acidic with 6N HCl amd extracted with CH2Cl2 (5×50 mL). The organic layers were dried over Na2SO4 and concentrated to give the title compound as a cream solid (12.4 g, 49%). Reactants: CC(C)(C)OCC1CO1, C1CO1, O=C1C=C(CF)CO1. Yields the product CC(C)(C)OCC(O)CF. RXN SMILES: [C:1]([CH3:2])([CH3:3])([CH3:4])[O:5][CH2:6][CH:7]1[O:8][CH2:9]1.[CH2:18]1[O:19][CH2:20]1.[F:10][CH2:11][C:12]1=[CH:17][C:15](=[O:16])[O:14][CH2:13]1>>[C:1]([CH3:2])([CH3:3])([CH3:4])[O:5][CH2:6][CH:7]([OH:8])[CH2:9][F:10].